Dataset: the Open Reaction Database (ORD), a public repository of structured organic reaction records. Task: describe an organic reaction: reactants, conditions, products, and yield The solvent is O (water). Starting materials: Cl (hydrochloric acid), FC1=CC=C(C=C1)S(=O)(=O)Cl (4-fluoro-benzenesulfonyl chloride), NCC(=O)O (glycine), C([O-])([O-])=O.[Na+].[Na+] (sodium carbonate). The product is FC1=CC=C(C=C1)S(=O)(=O)NCC(=O)O ((4-Fluoro-benzenesulfonylamino)-acetic acid). Procedure: A mixture of 4-fluoro-benzenesulfonyl chloride (9.68 g, 0.497 mol), glycine (4.48 g, 0.0598 mol), and sodium carbonate (16.99 g, 0.160 mol) in water (60 mL) was stirred at room temperature for 42 hours. The mixture was carefully acidified to pH 8 to 9 with concentrated hydrochloric acid, and washed 2 times with dichloromethane. The aqueous layer was acidified further to pH 2, and the resulting white suspension was extracted two times with ethyl acetate. The extracts were combined, washed with sa... Reaction SMILES: [F:1][C:2]1[CH:7]=[CH:6][C:5]([S:8](Cl)(=[O:10])=[O:9])=[CH:4][CH:3]=1.[NH2:12][CH2:13][C:14]([OH:16])=[O:15].C(=O)([O-])[O-].[Na+].[Na+].Cl>O>[F:1][C:2]1[CH:7]=[CH:6][C:5]([S:8]([NH:12][CH2:13][C:14]([OH:16])=[O:15])(=[O:10])=[O:9])=[CH:4][CH:3]=1 |f:2.3.4|. Conditions: time 42 hour. Reactants: BrC1=CC=2CC3=CC=CC=C3C2C=C1 (2-bromofluorene), CC(C)([O-])C.[K+] (potassium t-butoxide), CN(C=O)C (dimethylformamide), BrCCOC (2-bromoethylmethyl ether), BrCCOC (2-bromoethylmethyl ether). Run in O (water). Run at temperature 45 celsius, time 20 minute. The product is BrCCC1=CC=CC=2C3=CC=CC=C3C(C12)(OC)OC (2-bromo-9,9-dimethoxyethylfluorene). As a reaction SMILES: [Br:1][C:2]1C=[CH:13][C:12]2[C:11]3[C:6](=[CH:7][CH:8]=[CH:9][CH:10]=3)[CH2:5][C:4]=2[CH:3]=1.[CH3:15][C:16]([CH3:19])([O-:18])C.[K+].BrC[CH2:23][O:24]C.[CH3:26]N(C)C=O>O>[Br:1][CH2:2][CH2:3][C:4]1[C:15]2[C:16]([O:24][CH3:23])([O:18][CH3:26])[C:19]3[C:9](=[CH:10][CH:11]=[CH:12][CH:13]=3)[C:8]=2[CH:7]=[CH:6][CH:5]=1 |f:1.2|. Reported procedure: To a solution of 2-bromofluorene (2.0 g, 8.2 mmol) in dimethylformamide (dry, 30 ml) was added potassium t-butoxide (2.74 g, 24.4 mmol), giving a deep orange in color. The mixture was stirred at 45° C. for 20 min and added 2-bromoethylmethyl ether (3.5 g, 2.5 mmol) dropwise. Stirring was continued at the same temperature for overnight to give an orange solution. Another portion of 2-bromoethylmethyl ether (1.4 g, 1.0 mmol) was added and the mixture stirred at 80° C. for 4 h. It was diluted with ... The reactants are palladium-on-barium sulfate, [H][H] (Hydrogen), C1(=CC=CC=C1)\C(=C/C(=O)N1CCN(CC1)C(C1=CC(=C(C(=C1)OC)OC)OC)=O)\C#CC1=CC=CC=C1 (1-[(E)-3,5-diphenylpent-2-en-4-ynoyl]-4-(3,4,5-trimethoxybenzoyl)piperazine). The reagents and catalysts are N1=CC=CC2=CC=CC=C12 (quinoline). The solvent is CO (methanol). Run at time 15 hour. Yields the product C1(=CC=CC=C1)/C(=C/C(=O)N1CCN(CC1)C(C1=CC(=C(C(=C1)OC)OC)OC)=O)/C=C\C1=CC=CC=C1 (1-[(2E, 4Z)-3,5-Diphenylpent-2,4-dienoyl]-4-(3,4,5-trimethoxybenzoyl)piperazine). Yield: 61.0%. Reaction SMILES: [C:1]1(/[C:7](/[C:31]#[C:32][C:33]2[CH:38]=[CH:37][CH:36]=[CH:35][CH:34]=2)=[CH:8]\[C:9]([N:11]2[CH2:16][CH2:15][N:14]([C:17](=[O:30])[C:18]3[CH:23]=[C:22]([O:24][CH3:25])[C:21]([O:26][CH3:27])=[C:20]([O:28][CH3:29])[CH:19]=3)[CH2:13][CH2:12]2)=[O:10])[CH:6]=[CH:5][CH:4]=[CH:3][CH:2]=1.[H][H]>N1C2C(=CC=CC=2)C=CC=1.CO>[C:1]1(/[C:7](/[CH:31]=[CH:32]\[C:33]2[CH:34]=[CH:35][CH:36]=[CH:37][CH:38]=2)=[CH:8]/[C:9]([N:11]2[CH2:12][CH2:13][N:14]([C:17](=[O:30])[C:18]3[CH:19]=[C:20]([O:28][CH3:29])[C:21]([O:26][CH3:27])=[C:22]([O:24][CH3:25])[CH:23]=3)[CH2:15][CH2:16]2)=[O:10])[CH:2]=[CH:3][CH:4]=[CH:5][CH:6]=1. Procedure: 0.025 g of 10% w/w palladium-on-barium sulfate and two drops of quinoline were added to 5 ml of a methanol solution containing 0.250 g of 1-[(E)-3,5-diphenylpent-2-en-4-ynoyl]-4-(3,4,5-trimethoxybenzoyl)piperazine (prepared as described in Example 58). Hydrogen gas was introduced into the reaction mixture at room temperature and at atmospheric pressure. The reaction mixture was then shaken for 15 hours, after which the catalyst was filtered off and the solvent was removed by distillation under r... Starting materials: CC(C)(C)OC(=O)C(C)(C)Sc1nc(CCOc2ccc(-c3ccc(F)cc3)cc2N)cs1, ClCCl, O=C(O)C(F)(F)F. Yields the product CC(C)(Sc1nc(CCOc2ccc(-c3ccc(F)cc3)cc2N)cs1)C(=O)O. RXN SMILES: [C:1]([CH3:2])([CH3:3])([CH3:4])[O:5][C:6]([C:7]([CH3:8])([CH3:9])[S:10][c:11]1[s:12][cH:13][c:14]([CH2:16][CH2:17][O:18][c:19]2[c:20]([NH2:32])[cH:21][c:22](-[c:25]3[cH:26][cH:27][c:28]([F:31])[cH:29][cH:30]3)[cH:23][cH:24]2)[n:15]1)=[O:33].[Cl:41][CH2:42][Cl:43].[OH:34][C:35]([C:36]([F:37])([F:38])[F:39])=[O:40]>>[O:5]=[C:6]([C:7]([CH3:8])([CH3:9])[S:10][c:11]1[s:12][cH:13][c:14]([CH2:16][CH2:17][O:18][c:19]2[c:20]([NH2:32])[cH:21][c:22](-[c:25]3[cH:26][cH:27][c:28]([F:31])[cH:29][cH:30]3)[cH:23][cH:24]2)[n:15]1)[OH:33]. The reactants are COC=1C=C(C=C(C1)[N+](=O)[O-])C(F)(F)F (3-methoxy-5-nitrobenzotrifluoride). Reagents/catalysts: [Pd] (Pd—C). Run in CO (MeOH). Yields the product COC=1C=C(C=C(N)C1)C(F)(F)F (5-Methoxy-3-trifluoromethyl-aniline). RXN SMILES: [CH3:1][O:2][C:3]1[CH:4]=[C:5]([C:12]([F:15])([F:14])[F:13])[CH:6]=[C:7]([N+:9]([O-])=O)[CH:8]=1>CO.[Pd]>[CH3:1][O:2][C:3]1[CH:4]=[C:5]([C:12]([F:13])([F:14])[F:15])[CH:6]=[C:7]([CH:8]=1)[NH2:9]. Procedure details: Hydrogenation of a solution of 3-methoxy-5-nitrobenzotrifluoride (6.19 g, 28 mmol) in MeOH (140 ml) in the presence of Pd—C (0.62 g, 10%), removal of the catalyst by filtration and concentration in vacuo of the resulting filtrate gives the title compound: API-MS: 190 [M-H]−; TLC: Rf=0.7 (EtOAc). The reactants are C(C)(C)=NC=CC (N-isopropylidene-propenylamine), C(C=C)N (allylamine), CC(=O)C (acetone), C=CC=C (1,3-butadiene). Product: CC1C=NC(CC=CCCC=CC1)(C)C (3,12,12-trimethyl-1-aza-1,5,9-cyclododecatriene). Reaction SMILES: [C:1](=[N:4][CH:5]=[CH:6][CH3:7])([CH3:3])[CH3:2].[CH2:8](N)[CH:9]=[CH2:10].[CH2:12]=[CH:13][CH:14]=[CH2:15].[CH3:16]C(C)=O>>[CH3:7][CH:6]1[CH2:15][CH:14]=[CH:13][CH2:12][CH2:8][CH:9]=[CH:10][CH2:2][C:1]([CH3:16])([CH3:3])[N:4]=[CH:5]1. Procedure details: The procedure described in Example 1(a) is repeated, except that 110 g (1.13 mols) of N-isopropylidene-propenylamine [prepared by reaction of acetone with allylamine and subsequent isomerisation; cf. Zhurnal Organicheskoi Khimii, 6, No. 11, 2197-9 (1970)] and 108 g (2 mols) of 1,3-butadiene are used. Distillation yields 187.0 g (0.91 mol) of 3,12,12-trimethyl-1-aza-1,5,9-cyclododecatriene; boiling point 55° C./4 Pa; nD20 =1.4985. Reaction SMILES: [C:1]([O:5][C:6](=[O:30])[N:7]([CH2:9][CH:10]1[CH2:19][C:18](=O)[C:17]2[C:12](=[CH:13][C:14]([S:21]([C:24]3[CH:29]=[CH:28][CH:27]=[CH:26][CH:25]=3)(=[O:23])=[O:22])=[CH:15][CH:16]=2)[O:11]1)[CH3:8])([CH3:4])([CH3:3])[CH3:2]>CO.Cl.[OH-].[OH-].[Pd+2]>[C:1]([O:5][C:6](=[O:30])[N:7]([CH2:9][CH:10]1[CH2:19][CH2:18][C:17]2[C:12](=[CH:13][C:14]([S:21]([C:24]3[CH:29]=[CH:28][CH:27]=[CH:26][CH:25]=3)(=[O:23])=[O:22])=[CH:15][CH:16]=2)[O:11]1)[CH3:8])([CH3:4])([CH3:2])[CH3:3] |f:3.4.5|. Procedure: To a solution of (7-benzenesulfonyl-4-oxo-chroman-2-ylmethyl)-methyl-carbamic acid tert-butyl ester (155 mg, 0.359 mmol) in MeOH (50 mL) were added Pd(OH)2 (10 mg) and HCl (concentrated, 5 drops) the mixture was shaken into a Parr apparatus under H2 atmosphere (50 PSI) for 3 hours. The reaction was filtered through a celite pad and the filtrate was neutralized with Na2CO3. The mixture was filtered and the filtrate was concentrated in vacuo. The residue purified via flash chromatography (DCM/MeOH... The reagents and catalysts are Cl (HCl), [OH-].[OH-].[Pd+2] (Pd(OH)2). Run at time 3 hour. Isolated yield 98.1%. Product: C(C)(C)(C)OC(N(C)CC1OC2=CC(=CC=C2CC1)S(=O)(=O)C1=CC=CC=C1)=O ((7-benzenesulfonyl-chroman-2-ylmethyl)-methyl-carbamic acid tert-butyl ester). Solvent: CO (MeOH). Reactants: C(C)(C)(C)OC(N(C)CC1OC2=CC(=CC=C2C(C1)=O)S(=O)(=O)C1=CC=CC=C1)=O ((7-benzenesulfonyl-4-oxo-chroman-2-ylmethyl)-methyl-carbamic acid tert-butyl ester).